This data is from the Open Reaction Database (ORD), a public repository of structured organic reaction records. The task is: describe an organic reaction: reactants, conditions, products, and yield Starting materials: BrCCCCCCOC=1C=C(C=CC1)C(=O)N (3-[(6-bromohexyl)oxy]benzenecarboxamide), C1(=CC=CC=C1)P(C1=CC=CC=C1)C1=CC=CC=C1 (triphenylphosphine). Run in CC#N (CH3CN). The product is [Br-].NC(=O)C=1C=C(OCCCCCC[P+](C2=CC=CC=C2)(C2=CC=CC=C2)C2=CC=CC=C2)C=CC1 (6-[3-(Aminocarbonyl)phenoxy]hexyl(triphenyl)phosphonium bromide). The yield is 101.6%. As a reaction SMILES: [Br:1][CH2:2][CH2:3][CH2:4][CH2:5][CH2:6][CH2:7][O:8][C:9]1[CH:10]=[C:11]([C:15]([NH2:17])=[O:16])[CH:12]=[CH:13][CH:14]=1.[C:18]1([P:24]([C:31]2[CH:36]=[CH:35][CH:34]=[CH:33][CH:32]=2)[C:25]2[CH:30]=[CH:29][CH:28]=[CH:27][CH:26]=2)[CH:23]=[CH:22][CH:21]=[CH:20][CH:19]=1>CC#N>[Br-:1].[NH2:17][C:15]([C:11]1[CH:10]=[C:9]([CH:14]=[CH:13][CH:12]=1)[O:8][CH2:7][CH2:6][CH2:5][CH2:4][CH2:3][CH2:2][P+:24]([C:25]1[CH:26]=[CH:27][CH:28]=[CH:29][CH:30]=1)([C:31]1[CH:36]=[CH:35][CH:34]=[CH:33][CH:32]=1)[C:18]1[CH:19]=[CH:20][CH:21]=[CH:22][CH:23]=1)=[O:16] |f:3.4|. Procedure details: A mixture of 3-[(6-bromohexyl)oxy]benzenecarboxamide (2.10 g, 7 mmol, 1 equiv.) and triphenylphosphine (1.93 g, 7.35 mmol, 1.05 equiv.) in CH3CN (30 ml) was heated under reflux for 72 h. The solvent was evaporated under reduced pressure and the residue was triturated with dry Et2O until it solidified. The solid was filtered and dried in vacuo to give the desired compound as a white solid (4.0 g, 100%). HPLC-MS (method 1): m/z 482 [M−Br]+, Rt=3.65 min. The reactants are OC1=C(C=CC(=C1CCC)O)C(C)=O (1-(2,4-dihydroxy-3-propylphenyl)ethanone), C(C)OC(CCCOC1=C(C(=C(C=C1)C(C)=O)OCCCCCBr)CCC)=O (4-[4-acetyl-3-[(5-bromopentyl)oxy]-2-propylphenoxy]butanoic acid ethyl ester), C([O-])([O-])=O.[K+].[K+] (potassium carbonate). Solvent: CC(=O)C (acetone), CN(C=O)C (dimethylformamide). The product is C(C)OC(CCCOC1=C(C(=C(C=C1)C(C)=O)OCCCCCOC1=C(C(=C(C=C1)C(C)=O)O)CCC)CCC)=O (4-[4-acetyl-3-[[5-(4-acetyl-3-hydroxy-2-propylphenoxy)pentyl]oxy]-2-propylphenoxy]butanoic acid ethyl ester). The yield is 82.7%. As a reaction SMILES: [OH:1][C:2]1[C:7]([CH2:8][CH2:9][CH3:10])=[C:6]([OH:11])[CH:5]=[CH:4][C:3]=1[C:12](=[O:14])[CH3:13].[CH2:15]([O:17][C:18](=[O:42])[CH2:19][CH2:20][CH2:21][O:22][C:23]1[CH:28]=[CH:27][C:26]([C:29](=[O:31])[CH3:30])=[C:25]([O:32][CH2:33][CH2:34][CH2:35][CH2:36][CH2:37]Br)[C:24]=1[CH2:39][CH2:40][CH3:41])[CH3:16].C(=O)([O-])[O-].[K+].[K+]>CC(C)=O.CN(C)C=O>[CH2:15]([O:17][C:18](=[O:42])[CH2:19][CH2:20][CH2:21][O:22][C:23]1[CH:28]=[CH:27][C:26]([C:29](=[O:31])[CH3:30])=[C:25]([O:32][CH2:33][CH2:34][CH2:35][CH2:36][CH2:37][O:11][C:6]2[CH:5]=[CH:4][C:3]([C:12](=[O:14])[CH3:13])=[C:2]([OH:1])[C:7]=2[CH2:8][CH2:9][CH3:10])[C:24]=1[CH2:39][CH2:40][CH3:41])[CH3:16] |f:2.3.4|. Procedure: A mixture of 0.96 g (0.005 mole) of 1-(2,4-dihydroxy-3-propylphenyl)ethanone, 2.26 g (0.005 mole) of 4-[4-acetyl-3-[(5-bromopentyl)oxy]-2-propylphenoxy]butanoic acid ethyl ester and 1.36 g (0.010 mole) of anhydrous potassium carbonate in 40 ml of anhydrous acetone and 20 ml of anhydrous dimethylformamide was stirred at reflux for 17 hours. The solvents were removed in vacuo and the residue was purified by HPLC using 25% ethyl acetate-hexane to yield 2.36 g (84% yield) of 4-[4-acetyl-3-[[5-(4-ace... The reactants are Cc1ccccc1, CCOCC, COc1ccc(COc2cccnc2N)cc1, S=C=Nc1ccccc1. Product: COc1ccc(COc2cccnc2NC(=S)Nc2ccccc2)cc1. As a reaction SMILES: [CH3:27][c:28]1[cH:29][cH:30][cH:31][cH:32][cH:33]1.[CH3:34][CH2:35][O:36][CH2:37][CH3:38].[NH2:1][c:2]1[n:3][cH:4][cH:5][cH:6][c:7]1[O:8][CH2:9][c:10]1[cH:11][cH:12][c:13]([O:16][CH3:17])[cH:14][cH:15]1.[c:18]1([N:24]=[C:25]=[S:26])[cH:19][cH:20][cH:21][cH:22][cH:23]1>>[NH:1]([c:2]1[n:3][cH:4][cH:5][cH:6][c:7]1[O:8][CH2:9][c:10]1[cH:11][cH:12][c:13]([O:16][CH3:17])[cH:14][cH:15]1)[C:25]([NH:24][c:18]1[cH:19][cH:20][cH:21][cH:22][cH:23]1)=[S:26]. Starting materials: C(C)C1=NN(C2=CC=CC(=C12)NC(=O)C1=CN=C2N1C=CC=C2)CC2=NC(=CC=C2)O (N-(3-ethyl-1-((6-hydroxypyridin-2-yl)methyl)-1H-indazol-4-yl)imidazo[1,2-a]pyridine-3-carboxamide), CS(=O)(=O)OCCNC(=O)OC(C)(C)C (2-(tert-butoxycarbonylamino)ethyl methanesulfonate), C([O-])([O-])=O.[Cs+].[Cs+] (cesium carbonate). Run in C(C)(=O)OCC (ethyl acetate), CO (methanol), CN(C(C)=O)C (N,N-dimethylacetamide). Conditions: temperature 82.5 celsius. Product: C(C)C1=NN(C2=CC=CC(=C12)NC(=O)C1=CN=C2N1C=CC=C2)CC2=CC=CC(=N2)OCCNC(OC(C)(C)C)=O (tert-butyl 2-(6-((3-ethyl-4-(imidazo[1,2-a]pyridine-3-carboxamido)-1H-indazol-1-yl)methyl)pyridin-2-yloxy)ethylcarbamate). Yield: 32.6%. RXN SMILES: [CH2:1]([C:3]1[C:11]2[C:6](=[CH:7][CH:8]=[CH:9][C:10]=2[NH:12][C:13]([C:15]2[N:19]3[CH:20]=[CH:21][CH:22]=[CH:23][C:18]3=[N:17][CH:16]=2)=[O:14])[N:5]([CH2:24][C:25]2[CH:30]=[CH:29][CH:28]=[C:27]([OH:31])[N:26]=2)[N:4]=1)[CH3:2].CS(O[CH2:37][CH2:38][NH:39][C:40]([O:42][C:43]([CH3:46])([CH3:45])[CH3:44])=[O:41])(=O)=O.C(=O)([O-])[O-].[Cs+].[Cs+]>CN(C)C(=O)C.C(OCC)(=O)C.CO>[CH2:1]([C:3]1[C:11]2[C:6](=[CH:7][CH:8]=[CH:9][C:10]=2[NH:12][C:13]([C:15]2[N:19]3[CH:20]=[CH:21][CH:22]=[CH:23][C:18]3=[N:17][CH:16]=2)=[O:14])[N:5]([CH2:24][C:25]2[N:26]=[C:27]([O:31][CH2:37][CH2:38][NH:39][C:40](=[O:41])[O:42][C:43]([CH3:46])([CH3:45])[CH3:44])[CH:28]=[CH:29][CH:30]=2)[N:4]=1)[CH3:2] |f:2.3.4|. Reported procedure: To a solution of N-(3-ethyl-1-((6-hydroxypyridin-2-yl)methyl)-1H-indazol-4-yl)imidazo[1,2-a]pyridine-3-carboxamide (Example 17, Step A; 50 mg, 0.121 mmol) and 2-(tert-butoxycarbonylamino)ethyl methanesulfonate (71 mg, 0.297 mmol) in N,N-dimethylacetamide (2 mL) was added cesium carbonate (79.0 mg, 0.242 mmol). The mixture was heated to 80-85° C. for 90 minutes. After allowing to cool the mixture was diluted with ethyl acetate and methanol, filtered and concentrated under a stream of nitrogen. Th... Reaction conditions: time 72 hour. As a reaction SMILES: [NH2:1][C:2]1[N:7]=[C:6]([NH2:8])[C:5]([CH2:9][CH2:10][CH2:11][CH2:12][C:13]2[CH:34]=[CH:33][C:16]([C:17]([NH:19][C@H:20]([C:28]([O:30]CC)=[O:29])[CH2:21][CH2:22][C:23]([O:25]CC)=[O:24])=[O:18])=[CH:15][CH:14]=2)=[C:4]([OH:35])[N:3]=1.Cl>[OH-].[Na+]>[NH2:1][C:2]1[N:7]=[C:6]([NH2:8])[C:5]([CH2:9][CH2:10][CH2:11][CH2:12][C:13]2[CH:14]=[CH:15][C:16]([C:17]([NH:19][C@H:20]([C:28]([OH:30])=[O:29])[CH2:21][CH2:22][C:23]([OH:25])=[O:24])=[O:18])=[CH:33][CH:34]=2)=[C:4]([OH:35])[N:3]=1 |f:2.3|. Product: NC1=NC(=C(C(=N1)N)CCCCC1=CC=C(C(=O)N[C@@H](CCC(=O)O)C(=O)O)C=C1)O (N-(4-[4-(2,4-diamino-6-hydroxypyrimidin-5-yl)-butyl]benzoyl)-L-glutamic acid). Run in [OH-].[Na+] (sodium hydroxide). The reactants are NC1=NC(=C(C(=N1)N)CCCCC1=CC=C(C(=O)N[C@@H](CCC(=O)OCC)C(=O)OCC)C=C1)O (diethyl N-(4-[4-(2,4-diamino-6-hydroxypyrimidin-5-yl)butyl]benzoyl)-L-glutamate), Cl (hydrochloric acid). Procedure: A mixture of 0.50 g of diethyl N-(4-[4-(2,4-diamino-6-hydroxypyrimidin-5-yl)butyl]benzoyl)-L-glutamate and 40 mL of 1N sodium hydroxide is stirred at room temperature for 72 hours. The mixture is neutralized with hydrochloric acid and the solid which forms is collected by filtration, washed with water and dried to yield N-(4-[4-(2,4-diamino-6-hydroxypyrimidin-5-yl)-butyl]benzoyl)-L-glutamic acid, m.p. 169°-171° C.; IR (KBr) vmax 3340, 3200, 2920, 2860, 1600, 1380, 1170, and 755 cm-1 ; 1H NMR (dT...